Dataset: the Open Reaction Database (ORD), a public repository of structured organic reaction records. Task: describe an organic reaction: reactants, conditions, products, and yield Reactants: C1(=CC=CC=C1)CCOCC(=O)O (2-phenylethoxyacetic acid), [H-].[Al+3].[Li+].[H-].[H-].[H-] (lithium aluminum hydride). The solvent is O1CCCC1 (tetrahydrofuran), O1CCCC1 (tetrahydrofuran). Reaction conditions: time 0.5 hour. Yields the product C1(=CC=CC=C1)CCOCCO (2-(2-phenylethoxy)ethanol). Isolated yield 92.0%. Reaction SMILES: [C:1]1([CH2:7][CH2:8][O:9][CH2:10][C:11](O)=[O:12])[CH:6]=[CH:5][CH:4]=[CH:3][CH:2]=1.[H-].[Al+3].[Li+].[H-].[H-].[H-]>O1CCCC1>[C:1]1([CH2:7][CH2:8][O:9][CH2:10][CH2:11][OH:12])[CH:6]=[CH:5][CH:4]=[CH:3][CH:2]=1 |f:1.2.3.4.5.6|. Reported procedure: () The 2-phenylethoxyacetic acid obtained according to the preceding paragraph was dissoled in 50 ml of tetrahydrofuran and the solution was added dropwise over a period of 10 minutes to a stirred suspension, cooled in an ice-bath, of 1.62 g of lithium aluminum hydride in 50 ml of tetrahydrofuran. The mixture was stirred at room temperature for 0.5 hour. The excess lithium aluminum hydride was destroyed by the addition of 1.6 ml of water, then 1.6 ml of 15% aqueous sodium hydroxide solution and ... Reactants: ClC=1C=C2C(=NC1C1=CC=C(C=C1)C1=CC=CC=C1)N=C(N2COCC[Si](C)(C)C)S(=O)(=O)C (2-[[6-chloro-2-methylsulfonyl-5-(4-phenylphenyl)imidazo-[4,5-b]pyridin-1-yl]-methoxy]ethyl-trimethyl-silane), O[C@@H]1CO[C@H]2[C@@H]1OCC2CC(=O)OCC (ethyl 2-[(3aR,6R,6aR)-6-hydroxy-2,3,3a,5,6,6a-hexahydrofuro[3,2-b]furan-3-yl]acetate), C1CCC2=NCCCN2CC1 (DBU). The solvent is CN(C)C=O (DMF), CCOC(=O)C (EtOAc). Run at time 1 hour. Product: ClC=1C=C2C(=NC1C1=CC=C(C=C1)C1=CC=CC=C1)N=C(N2COCC[Si](C)(C)C)O[C@@H]2CO[C@H]1[C@@H]2OC[C@H]1CC(=O)OCC (Ethyl 2-[(3R,3aR,6R,6aS)-6-[6-chloro-5-(4-phenylphenyl)-1-(2-trimethylsilyl-ethoxy-methyl)imidazo[4,5-b]pyridin-2-yl]oxy-2,3,3a,5,6,6a-hexahydrofuro[3,2-b]furan-3-yl]acetate). RXN SMILES: [Cl:1][C:2]1[CH:3]=[C:4]2[N:22]([CH2:23][O:24][CH2:25][CH2:26][Si:27]([CH3:30])([CH3:29])[CH3:28])[C:21](S(C)(=O)=O)=[N:20][C:5]2=[N:6][C:7]=1[C:8]1[CH:13]=[CH:12][C:11]([C:14]2[CH:19]=[CH:18][CH:17]=[CH:16][CH:15]=2)=[CH:10][CH:9]=1.[OH:35][C@H:36]1[C@H:40]2[O:41][CH2:42][CH:43]([CH2:44][C:45]([O:47][CH2:48][CH3:49])=[O:46])[C@H:39]2[O:38][CH2:37]1.C1CCN2C(=NCCC2)CC1>CN(C=O)C.CCOC(C)=O>[Cl:1][C:2]1[CH:3]=[C:4]2[N:22]([CH2:23][O:24][CH2:25][CH2:26][Si:27]([CH3:30])([CH3:29])[CH3:28])[C:21]([O:35][C@H:36]3[C@H:40]4[O:41][CH2:42][C@@H:43]([CH2:44][C:45]([O:47][CH2:48][CH3:49])=[O:46])[C@H:39]4[O:38][CH2:37]3)=[N:20][C:5]2=[N:6][C:7]=1[C:8]1[CH:13]=[CH:12][C:11]([C:14]2[CH:19]=[CH:18][CH:17]=[CH:16][CH:15]=2)=[CH:10][CH:9]=1. Reported procedure: A mixture of 2-[[6-chloro-2-methylsulfonyl-5-(4-phenylphenyl)imidazo-[4,5-b]pyridin-1-yl]-methoxy]ethyl-trimethyl-silane (357 mg, 0.694 mmol), ethyl 2-[(3aR,6R,6aR)-6-hydroxy-2,3,3a,5,6,6a-hexahydrofuro[3,2-b]furan-3-yl]acetate (180 mg, 0.832 mmol), and DBU (150 uL, 0.995 mmol) in DMF (1.0 ml) was stirred at room temperature for 1 hour. The reaction mixture was diluted with EtOAc (200 ml), washed with water (5×30 ml), brine (1×10 mL), dried over MgSO4, filtered, and evaporated under reduced pres... Starting materials: [OH-].[K+] (potassium hydroxide), CO[C@H]1C[C@H](C[C@@H]1O[N+](=O)[O-])C(=O)OC (methyl (1R,3S,4S)-3-methoxy-4-(nitrooxy)cyclopentanecarboxylate), Cl (hydrochloric acid). The solvent is CO (methanol). Run at temperature 10 celsius. The product is CO[C@H]1C[C@H](C[C@@H]1O[N+](=O)[O-])C(=O)O ((1R,3S,4S)-3-methoxy-4-(nitrooxy)cyclopentanecarboxylic acid). Reaction SMILES: [CH3:1][O:2][C@@H:3]1[C@@H:7]([O:8][N+:9]([O-:11])=[O:10])[CH2:6][C@H:5]([C:12]([O:14]C)=[O:13])[CH2:4]1.[OH-].[K+].Cl>CO>[CH3:1][O:2][C@@H:3]1[C@@H:7]([O:8][N+:9]([O-:11])=[O:10])[CH2:6][C@H:5]([C:12]([OH:14])=[O:13])[CH2:4]1 |f:1.2|. Procedure details: A solution of methyl (1R,3S,4S)-3-methoxy-4-(nitrooxy)cyclopentanecarboxylate (0.66 g, 3.0 mmol) in methanol (12 mL) was cooled to 0° C. To this solution was added 4N potassium hydroxide (1.5 mL, 6.0 mmol) dropwise over 10 minutes, and the solution was stirred and allowed to warm to 10° C. over 3 hours. The reaction mixture was acidified by the addition of concentrated hydrochloric acid and extracted with chloroform (3×15 mL). The combined organic layers were washed with brine and dried (sodium ... Starting materials: C1CCOC1, Cl, CC(C)(C)OC(=O)N=NC(=O)OC(C)(C)C, C1COCCO1, CC1(C)C(=O)c2ccccc2C1O, c1ccc(P(c2ccccc2)c2ccccc2)cc1, COC(=O)c1c[nH]cn1. Product: COC(=O)c1cncn1C1c2ccccc2C(=O)C1(C)C. As a reaction SMILES: [CH2:65]1[O:66][CH2:67][CH2:68][CH2:69]1.[ClH:58].[N:42]([C:43]([O:44][C:45]([CH3:46])([CH3:47])[CH3:48])=[O:49])=[N:50][C:51]([O:52][C:53]([CH3:54])([CH3:55])[CH3:56])=[O:57].[O:59]1[CH2:60][CH2:61][O:62][CH2:63][CH2:64]1.[OH:1][CH:2]1[C:3]([CH3:12])([CH3:13])[C:4](=[O:11])[c:5]2[cH:6][cH:7][cH:8][cH:9][c:10]21.[c:23]1([P:24]([c:25]2[cH:26][cH:27][cH:28][cH:29][cH:30]2)[c:31]2[cH:32][cH:33][cH:34][cH:35][cH:36]2)[cH:37][cH:38][cH:39][cH:40][cH:41]1.[nH:14]1[cH:15][n:16][c:17]([C:19](=[O:20])[O:21][CH3:22])[cH:18]1>>[CH:2]1([n:16]2[cH:15][n:14][cH:18][c:17]2[C:19](=[O:20])[O:21][CH3:22])[C:3]([CH3:12])([CH3:13])[C:4](=[O:11])[c:5]2[cH:6][cH:7][cH:8][cH:9][c:10]21. The product is N([C@H](C)C(=O)NCC(=O)N([C@@H](CC1=CC=CC=C1)C(=O)N[C@@H](CC(C)C)C(=O)OC)C)C(=O)OC(C)(C)C (Boc-(D)-Ala-Gly-MePhe-Leu-OMe). Starting materials: CN1CCOCC1 (N-methyl-morpholine), N([C@@H](CC1=CC=CC=C1)C(=O)N[C@@H](CC(C)C)C(=O)OC)C (H-MePhe-Leu-OMe), C(=O)(OC(C)(C)C)N([C@@H](CC1=CC=CC=C1)C(=O)N[C@@H](CC(C)C)C(=O)OC)C (Boc-MePhe-Leu-OMe), C(=O)(C(F)(F)F)O.C(Cl)Cl (TFA methylene chloride), N([C@H](C)C(=O)NCC(=O)O)C(=O)OC(C)(C)C (Boc-(D)-Ala-Gly-OH), CN1CCOCC1 (N-methylmorpholine), C(C(C)C)OC(=O)Cl (chloroformic acid isobutyl ester). Reaction SMILES: [NH:1]([C:11]([O:13][C:14]([CH3:17])([CH3:16])[CH3:15])=[O:12])[C@@H:2]([C:4]([NH:6][CH2:7][C:8]([OH:10])=O)=[O:5])[CH3:3].CN1CCOCC1.C(OC(Cl)=O)C(C)C.[NH:33]([CH3:54])[C@H:34]([C:42]([NH:44][C@H:45]([C:50]([O:52][CH3:53])=[O:51])[CH2:46][CH:47]([CH3:49])[CH3:48])=[O:43])[CH2:35][C:36]1[CH:41]=[CH:40][CH:39]=[CH:38][CH:37]=1.C(N(C)[C@H](C(N[C@H](C(OC)=O)CC(C)C)=O)CC1C=CC=CC=1)(OC(C)(C)C)=O.C(O)(C(F)(F)F)=O.C(Cl)Cl>C1COCC1.CN(C=O)C>[NH:1]([C:11]([O:13][C:14]([CH3:17])([CH3:16])[CH3:15])=[O:12])[C@@H:2]([C:4]([NH:6][CH2:7][C:8]([N:33]([CH3:54])[C@H:34]([C:42]([NH:44][C@H:45]([C:50]([O:52][CH3:53])=[O:51])[CH2:46][CH:47]([CH3:49])[CH3:48])=[O:43])[CH2:35][C:36]1[CH:41]=[CH:40][CH:39]=[CH:38][CH:37]=1)=[O:10])=[O:5])[CH3:3] |f:5.6|. Reported procedure: To a solution of 24.6 g of Boc-(D)-Ala-Gly-OH and 11.2 ml of N-methylmorpholine in 400 ml of THF are added 13.2 ml of chloroformic acid isobutyl ester at -25°. After 5 minutes, at 25°, 11.2 ml of N-methyl-morpholine and 42.1 g of H-MePhe-Leu-OMe (trifluoroacetate) in DMF [which has previously been prepared by the treatment of Boc-MePhe-Leu-OMe with TFA-methylene chloride (1:1)] are added. After 2 hours, at -15°, the title compound is isolated as described under (a) above, as a solid foam. Reaction conditions: time 5 minute. The solvent is CN(C)C=O (DMF), C1CCOC1 (THF). The reactants are [H-].[Na+] (sodium hydride), crude material, N1C(=O)C(=O)C2=CC=CC=C12 (isatin), BrC1=CC=C(C=C1)OC (4-Bromoanisole). Reagents/catalysts: [Cu](I)I (copper iodide). Solvent: CN(C)C=O (DMF), C(C)(=O)OCC (ethyl acetate). Reaction conditions: temperature 0 celsius, time 30 minute. The product is COC1=CC=C(C=C1)N1C(=O)C(=O)C2=CC=CC=C12 (N-(4-methoxyphenyl)isatin). RXN SMILES: [NH:1]1[C:11]2[C:6](=[CH:7][CH:8]=[CH:9][CH:10]=2)[C:4](=[O:5])[C:2]1=[O:3].[H-].[Na+].Br[C:15]1[CH:20]=[CH:19][C:18]([O:21][CH3:22])=[CH:17][CH:16]=1>CN(C=O)C.C(OCC)(=O)C.[Cu](I)I>[CH3:22][O:21][C:18]1[CH:19]=[CH:20][C:15]([N:1]2[C:11]3[C:6](=[CH:7][CH:8]=[CH:9][CH:10]=3)[C:4](=[O:5])[C:2]2=[O:3])=[CH:16][CH:17]=1 |f:1.2|. Reported procedure: A solution of isatin (2.5 g, 0.017 mol) in anhydrous DMF (50 ml) was cooled to 0° C. under a nitrogen atmosphere and treated with sodium hydride (0.5 g, 1.2 equivalents). A purple solution was formed which was stirred at 0° C. for 30 minutes and then warmed to room temperature. 4-Bromoanisole (2.13 ml, 1 equivalent) was added followed by copper iodide (6.46 g, 2 equivalents). The reaction was heated in an oil-bath at 145° C. for 7 hours. The reaction was then cooled to room temperature and dilut... Reactants: O1C=C(C=C1)C1(CCC2=CC=CC=C12)O (1-(3-furyl)-indan-1-ol), O.C1(=CC=C(C=C1)S(=O)(=O)O)C (p-toluenesulfonic acid monohydrate). Run in C1(=CC=CC=C1)C (toluene). The product is O1C=C(C=C1)C1C=CC2=CC=CC=C12 (1-(3-furyl)-indene). The yield is 61.7%. RXN SMILES: [O:1]1[CH:5]=[CH:4][C:3]([C:6]2(O)[C:14]3[C:9](=[CH:10][CH:11]=[CH:12][CH:13]=3)[CH2:8][CH2:7]2)=[CH:2]1.O.C1(C)C=CC(S(O)(=O)=O)=CC=1>C1(C)C=CC=CC=1>[O:1]1[CH:5]=[CH:4][C:3]([CH:6]2[C:14]3[C:9](=[CH:10][CH:11]=[CH:12][CH:13]=3)[CH:8]=[CH:7]2)=[CH:2]1 |f:1.2|. Procedure details: To a mixture of 5 g (0.024 mol) of 1-(3-furyl)-indan-1-ol in 500 mL of toluene was added 50 mg of p-toluenesulfonic acid monohydrate and the solvent was distilled in vacuo (40 mm) until a residue was obtained. The residue was chromatographed (silica, 1:1 hexane/methylene chloride) to afford 2.7 g (61.3%) of 1-(3-furyl)-indene as a clear oil. Starting materials: C(C1=CC=CC=C1)OCCCC1C(=O)OCC1O (2-(3-benzyloxypropyl)-3-hydroxy-γ-butyrolactone). Reagents/catalysts: [Pd] (palladium on carbon). Solvent: C(C)O.C(C)(=O)O (ethanol acetic acid). Yields the product OCCCC1C(=O)OCC1O (2-(3-hydroxypropyl)-3-hydroxy-γ-butyrolactone). RXN SMILES: C([O:8][CH2:9][CH2:10][CH2:11][CH:12]1[CH:17]([OH:18])[CH2:16][O:15][C:13]1=[O:14])C1C=CC=CC=1>C(O)C.C(O)(=O)C.[Pd]>[OH:8][CH2:9][CH2:10][CH2:11][CH:12]1[CH:17]([OH:18])[CH2:16][O:15][C:13]1=[O:14] |f:1.2|. Reported procedure: A solution of 18.7 g of 2-(3-benzyloxypropyl)-3-hydroxy-γ-butyrolactone in 90 ml of ethanol-acetic acid (2:1) is hydrogenated over 640 mg of 10% palladium on carbon at 45 psi for 20 h. The catalyst is filtered and the filtrates are evaporated to give 2-(3-hydroxypropyl)-3-hydroxy-γ-butyrolactone as an oil.